Task: describe an organic reaction: reactants, conditions, products, and yield. Dataset: the Open Reaction Database (ORD), a public repository of structured organic reaction records Reactants: ClC=1C=C(C=CC1Cl)C[C@H]([C@H](C)N)C1=CC(=C(C=C1)C1=CC=CC=C1)F ((1S, 2S)-3-(3,4-dichlorophenyl)-2-(2-fluoro-4-biphenylyl)-1-methylpropylamine), C(C1=CC=CC=C1)Cl (benzyl chloride), C1(=CC=C(C=C1)[C@@H]([C@H](C)N)CC1=CC(=C(C=C1)Cl)Cl)C1=CC=CC=C1 ((1S, 2S)-2-(4-biphenylyl)-3-(3,4-dichlorophenyl)-1-methylpropylamine), CI (methyl iodide). Reaction SMILES: [C:1]1([C:20]2[CH:25]=[CH:24][CH:23]=[CH:22][CH:21]=2)[CH:6]=[CH:5][C:4]([C@H:7]([CH2:11][C:12]2[CH:17]=[CH:16][C:15]([Cl:18])=[C:14]([Cl:19])[CH:13]=2)[C@@H:8]([NH2:10])[CH3:9])=[CH:3][CH:2]=1.CI.[Cl:28][C:29]1[CH:30]=[C:31]([CH2:36][C@@H:37]([C:41]2[CH:46]=[CH:45][C:44]([C:47]3[CH:52]=[CH:51][CH:50]=[CH:49][CH:48]=3)=[C:43]([F:53])[CH:42]=2)[C@@H:38]([NH2:40])[CH3:39])[CH:32]=[CH:33][C:34]=1[Cl:35].[CH2:54](Cl)[C:55]1[CH:60]=[CH:59][CH:58]=[CH:57][CH:56]=1>>[Cl:28][C:29]1[CH:30]=[C:31]([CH2:36][C@@H:37]([C:41]2[CH:46]=[CH:45][C:44]([C:47]3[CH:48]=[CH:49][CH:50]=[CH:51][CH:52]=3)=[C:43]([F:53])[CH:42]=2)[C@@H:38]([NH:40][CH3:1])[CH3:39])[CH:32]=[CH:33][C:34]=1[Cl:35].[CH2:54]([NH:10][C@@H:8]([CH3:9])[C@H:7]([C:4]1[CH:3]=[CH:2][C:1]([C:20]2[CH:21]=[CH:22][CH:23]=[CH:24][CH:25]=2)=[CH:6][CH:5]=1)[CH2:11][C:12]1[CH:17]=[CH:16][C:15]([Cl:18])=[C:14]([Cl:19])[CH:13]=1)[C:55]1[CH:60]=[CH:59][CH:58]=[CH:57][CH:56]=1. Procedure details: The reaction was conducted in the same manner as in Example 121 except that (1S, 2S)-2-(4-biphenylyl)-3-(3,4-dichlorophenyl)-1-methylpropylamine or methyl iodide used in the above reaction was changed to (1S, 2S)-3-(3,4-dichlorophenyl)-2-(2-fluoro-4-biphenylyl)-1-methylpropylamine or benzyl chloride, to obtain (1S, 2S)-N-{3-(3,4-dichlorophenyl)-2-(2-fluoro-4-biphenylyl)-1-methylpropyl}methylamine and (1S, 2S)-N-benzyl-2-(4-biphenylyl)-3-(3,4-dichlorophenyl)-1-methylpropylamine. Product: ClC=1C=C(C=CC1Cl)C[C@H]([C@H](C)NC)C1=CC(=C(C=C1)C1=CC=CC=C1)F ((1S, 2S)-N-{3-(3,4-dichlorophenyl)-2-(2-fluoro-4-biphenylyl)-1-methylpropyl}methylamine), C(C1=CC=CC=C1)N[C@H]([C@@H](CC1=CC(=C(C=C1)Cl)Cl)C1=CC=C(C=C1)C1=CC=CC=C1)C ((1S, 2S)-N-benzyl-2-(4-biphenylyl)-3-(3,4-dichlorophenyl)-1-methylpropylamine). Starting materials: NC1=CC=C(C=C1)C (p-toluidine), O=P(Cl)(Cl)Cl (POCl3), CNC1=CC=C(C=C1)C (N-methyl-p-toluidine), NC1=CC=C(C=C1)C (p-toluidine). Solvent: CO (methanol). Reaction conditions: temperature 280 celsius, time 3 hour. Yields the product CN(C1=CC=C(C=C1)C)C (N,N-dimethyl-p-toluidine). Isolated yield 94.0%. As a reaction SMILES: N[C:2]1C=CC(C)=CC=1.O=P(Cl)(Cl)Cl.[CH3:14][NH:15][C:16]1[CH:21]=[CH:20][C:19]([CH3:22])=[CH:18][CH:17]=1>CO>[CH3:14][N:15]([CH3:2])[C:16]1[CH:21]=[CH:20][C:19]([CH3:22])=[CH:18][CH:17]=1. Procedure: A mixture of 749 g of p-toluidine, 1,008 g of methanol and 7.9 g of POCl3 is introduced into a 3 l autoclave with an up-and-down stirrer. After closing the autoclave, it is heated up to 280° C. and kept at this temperature for about 3 hours. A pressure of about 60 bar is thereby established. A crude oil composed of <1% of p-toluidine, 1% of N-methyl-p-toluidine and 94% of N,N-dimethyl-p-toluidine is obtained. Starting materials: CCCCN(CCCC)CCCC, CO, ClCc1ccc(CCl)cc1. Product: CCCC[N+](CCCC)(CCCC)Cc1ccc(CCl)cc1, [Cl-]. As a reaction SMILES: [CH2:1]([CH2:2][CH2:3][CH3:4])[N:5]([CH2:6][CH2:7][CH2:8][CH3:9])[CH2:10][CH2:11][CH2:12][CH3:13].[CH3:24][OH:25].[Cl:14][CH2:15][c:16]1[cH:17][cH:18][c:19]([CH2:22][Cl:23])[cH:20][cH:21]1>>[CH2:1]([CH2:2][CH2:3][CH3:4])[N+:5]([CH2:6][CH2:7][CH2:8][CH3:9])([CH2:10][CH2:11][CH2:12][CH3:13])[CH2:15][c:16]1[cH:17][cH:18][c:19]([CH2:22][Cl:23])[cH:20][cH:21]1.[Cl-:14]. Reactants: O=C1COc2ccc(C=Cc3ccccc3)nc2N1, ClCCl, O=[O+][O-]. Product: O=Cc1ccc2c(n1)NC(=O)CO2. Reaction SMILES: [CH:1](=[CH:2][c:3]1[cH:4][cH:5][cH:6][cH:7][cH:8]1)[c:9]1[cH:10][cH:11][c:12]2[c:17]([n:18]1)[NH:16][C:15](=[O:19])[CH2:14][O:13]2.[Cl:23][CH2:24][Cl:25].[O-:20][O+:21]=[O:22]>>[CH:1]([c:9]1[cH:10][cH:11][c:12]2[c:17]([n:18]1)[NH:16][C:15](=[O:19])[CH2:14][O:13]2)=[O:20]. The reactants are O.O.C(CC(O)(C(=O)[O-])CC(=O)[O-])(=O)[O-].[Na+].[Na+].[Na+] (trisodium citrate dihydrate), O.O.C(CC(O)(C(=O)[O-])CC(=O)[O-])(=O)[O-].[Na+].[Na+].[Na+] (Trisodium citrate dihydrate), [Cl-].[Cl-].[Ca+2] (CaCl2), [Na+].[Cl-] (NaCl). Run in [Cl-].[Na+].O (brine). The product is C(CC(O)(C(=O)O)CC(=O)O)(=O)O (citric acid). RXN SMILES: O.O.[C:3]([O-:15])(=[O:14])[CH2:4][C:5]([CH2:10][C:11]([O-:13])=[O:12])([C:7]([O-:9])=[O:8])[OH:6].[Na+].[Na+].[Na+].[Na+].[Cl-].[Cl-].[Cl-].[Ca+2]>[Cl-].[Na+].O>[C:3]([OH:15])(=[O:14])[CH2:4][C:5]([CH2:10][C:11]([OH:13])=[O:12])([C:7]([OH:9])=[O:8])[OH:6] |f:0.1.2.3.4.5,6.7,8.9.10,11.12.13|. Procedure: Trisodium citrate dihydrate was added to the dilution brine consisting of 500 ppm NaCl containing 2770 ppm CaCl2 (1000 ppm Ca+2). The chelating agent was added to give concentrations equivalent to 1,000, 3,000 and 5,000 ppm of citric acid; i.e., a citric acid (molecular weight=192) concentration of 1,000 ppm was prepared by adding 1531 ppm of trisodium citrate dihydrate (molecular weight=294). Reactants: [BH3-]C#N, CC(=O)[O-], CC(C)CC(=O)c1cccnn1, CO, [NH4+], [Na+]. Yields the product CC(C)CC(N)c1cccnn1. RXN SMILES: [C:13](#[N:14])[BH3-:15].[CH3:18][C:19](=[O:20])[O-:21].[CH3:1][CH:2]([CH2:3][C:4](=[O:5])[c:6]1[n:7][n:8][cH:9][cH:10][cH:11]1)[CH3:12].[CH3:22][OH:23].[NH4+:17].[Na+:16]>>[CH3:1][CH:2]([CH2:3][CH:4]([c:6]1[n:7][n:8][cH:9][cH:10][cH:11]1)[NH2:14])[CH3:12]. The reactants are [Br-], O=Cc1nn2ccc(Cl)c2c(=O)n1Cc1ccccc1, [Mg+]C1CC1, ClCCl. Product: O=c1c2c(Cl)ccn2nc(C(O)C2CC2)n1Cc1ccccc1. RXN SMILES: [Br-:1].[CH2:6]([c:7]1[cH:8][cH:9][cH:10][cH:11][cH:12]1)[n:13]1[c:14]([CH:24]=[O:25])[n:15][n:16]2[c:17]([c:18]1=[O:19])[c:20]([Cl:23])[cH:21][cH:22]2.[CH:2]1([Mg+:5])[CH2:3][CH2:4]1.[Cl:26][CH2:27][Cl:28]>>[CH:2]1([CH:24]([c:14]2[n:13]([CH2:6][c:7]3[cH:8][cH:9][cH:10][cH:11][cH:12]3)[c:18](=[O:19])[c:17]3[n:16]([n:15]2)[cH:22][cH:21][c:20]3[Cl:23])[OH:25])[CH2:3][CH2:4]1. Reactants: BrC=1C=C(C(=C2C=CN(C12)S(=O)(=O)C1=CC=C(C)C=C1)C#C[Si](C)(C)C)C (7-bromo-5-methyl-1-tosyl-4-((trimethylsilyl)ethynyl)-1H-indole), C1CC(=O)N(C1=O)Br (NBS). Reagents/catalysts: [N+](=O)([O-])[O-].[Ag+] (AgNO3). The solvent is CC(=O)C (acetone), CC(=O)C (acetone). Reaction conditions: time 8 hour. Yields the product BrC=1C=C(C(=C2C=CN(C12)S(=O)(=O)C1=CC=C(C)C=C1)C#CBr)C (7-Bromo-4-(bromoethynyl)-5-methyl-1-tosyl-1H-indole). Reaction SMILES: [Br:1][C:2]1[CH:3]=[C:4]([CH3:27])[C:5]([C:21]#[C:22][Si](C)(C)C)=[C:6]2[C:10]=1[N:9]([S:11]([C:14]1[CH:20]=[CH:19][C:17]([CH3:18])=[CH:16][CH:15]=1)(=[O:13])=[O:12])[CH:8]=[CH:7]2.C1C(=O)N([Br:35])C(=O)C1>CC(C)=O.[N+]([O-])([O-])=O.[Ag+]>[Br:1][C:2]1[CH:3]=[C:4]([CH3:27])[C:5]([C:21]#[C:22][Br:35])=[C:6]2[C:10]=1[N:9]([S:11]([C:14]1[CH:20]=[CH:19][C:17]([CH3:18])=[CH:16][CH:15]=1)(=[O:13])=[O:12])[CH:8]=[CH:7]2 |f:3.4|. Procedure details: To a suspension of 7-bromo-5-methyl-1-tosyl-4-((trimethylsilyl)ethynyl)-1H-indole (70 mg, 0.152 mmol) and AgNO3 (7.75 mg, 0.046 mmol) in acetone (0.8 mL) at 0° C. was added a solution of NBS (38 mg, 0.213 mmol) in acetone (0.8 mL) and the mixture was warmed to room temperature. After stirring overnight the reaction was purified directly by flash chromatography (0-40% EtOAc in heptanes) to provide the title compound. 1H NMR (400 MHz, DMSO-d6) δ ppm 8.03 (d, J=3.79 Hz, 1H) 7.72 (d, J=8.59 Hz, 2H) ... The reactants are C(C1=CC=CC=C1)(=O)C=1C=CC=C2C=CC=C(C12)O (8-benzoyl-1-naphthol), Cl (hydrochloric acid), O.NN (hydrazine monohydrate), [OH-].[Na+] (sodium hydroxide), C(COCCO)O (diethylene glycol). Run in O (water). Reaction conditions: temperature 100 celsius, time 48 hour. The product is C(C1=CC=CC=C1)C=1C=CC=C2C=CC(=C(C12)O)OC (8-Benzyl-2-methoxy-1-naphthol). As a reaction SMILES: [C:1]([C:9]1[CH:10]=[CH:11][CH:12]=[C:13]2[C:18]=1[C:17]([OH:19])=[CH:16][CH:15]=[CH:14]2)(=O)[C:2]1[CH:7]=[CH:6][CH:5]=[CH:4][CH:3]=1.O.NN.[OH-].[Na+].Cl.C(O)[CH2:27][O:28]CCO>O>[CH2:1]([C:9]1[CH:10]=[CH:11][CH:12]=[C:13]2[C:18]=1[C:17]([OH:19])=[C:16]([O:28][CH3:27])[CH:15]=[CH:14]2)[C:2]1[CH:7]=[CH:6][CH:5]=[CH:4][CH:3]=1 |f:1.2,3.4|. Reported procedure: 122 g of 8-benzoyl-1-naphthol was suspended in 800 ml of diethylene glycol, followed by the addition of 250 ml of hydrazine monohydrate and 99 g of sodium hydroxide at room temperature. The obtained mixture was stirred at 100° C. for 48 hours and cooled to room temperature by allowing to stand, followed by the addition of 500 ml of water. The obtained mixture was acidified with concentrated hydrochloric acid and extracted with 1.5 l of toluene. The organic layer was washed with a saturated aqueo... Starting materials: [Al+3], CCOC(=O)C1CN(Cc2ccccc2)CCC12OCCO2, [H-], [H-], [H-], [H-], [Li+], [Na+], C1CCOC1, [OH-], O. The product is OCC1CN(Cc2ccccc2)CCC12OCCO2. As a reaction SMILES: [Al+3:2].[CH2:7]([c:8]1[cH:9][cH:10][cH:11][cH:12][cH:13]1)[N:14]1[CH2:15][CH:16]([C:24](=[O:25])[O:26][CH2:27][CH3:28])[C:17]2([CH2:18][CH2:19]1)[O:20][CH2:21][CH2:22][O:23]2.[H-:1].[H-:4].[H-:5].[H-:6].[Li+:3].[Na+:31].[O:32]1[CH2:33][CH2:34][CH2:35][CH2:36]1.[OH-:30].[OH2:29]>>[CH2:7]([c:8]1[cH:9][cH:10][cH:11][cH:12][cH:13]1)[N:14]1[CH2:15][CH:16]([CH2:24][OH:25])[C:17]2([CH2:18][CH2:19]1)[O:20][CH2:21][CH2:22][O:23]2.